This data is from the Open Reaction Database (ORD), a public repository of structured organic reaction records. The task is: describe an organic reaction: reactants, conditions, products, and yield Reactants: CCOC(C)=O, C1CCC(P(C2CCCCC2)C2CCCCC2)CC1, Cn1cnc2c(C#N)nc(Cl)cc21, [K+], [K+], [K+], O=C(C=Cc1ccccc1)C=Cc1ccccc1, C1COCCO1, O=C(C=Cc1ccccc1)C=Cc1ccccc1, O=C(C=Cc1ccccc1)C=Cc1ccccc1, O, OCCCOc1ccc(B(O)O)cc1C(F)(F)F, O=P([O-])([O-])[O-], [Pd], [Pd]. Product: Cn1cnc2c(C#N)nc(-c3ccc(OCCCO)c(C(F)(F)F)c3)cc21. Reaction SMILES: [CH3:66][CH2:67][O:68][C:69](=[O:70])[CH3:71].[CH:32]1([P:33]([CH:34]2[CH2:35][CH2:36][CH2:37][CH2:38][CH2:39]2)[CH:40]2[CH2:41][CH2:42][CH2:43][CH2:44][CH2:45]2)[CH2:46][CH2:47][CH2:48][CH2:49][CH2:50]1.[Cl:1][c:2]1[cH:3][c:4]2[c:5]([c:6]([C:8]#[N:9])[n:7]1)[n:10][cH:11][n:12]2[CH3:13].[K+:56].[K+:57].[K+:58].[O:110]=[C:111]([CH:112]=[CH:113][c:114]1[cH:115][cH:116][cH:117][cH:118][cH:119]1)[CH:120]=[CH:121][c:122]1[cH:123][cH:124][cH:125][cH:126][cH:127]1.[O:59]1[CH2:60][CH2:61][O:62][CH2:63][CH2:64]1.[O:74]=[C:75]([CH:76]=[CH:77][c:78]1[cH:79][cH:80][cH:81][cH:82][cH:83]1)[CH:84]=[CH:85][c:86]1[cH:87][cH:88][cH:89][cH:90][cH:91]1.[O:92]=[C:93]([CH:94]=[CH:95][c:96]1[cH:97][cH:98][cH:99][cH:100][cH:101]1)[CH:102]=[CH:103][c:104]1[cH:105][cH:106][cH:107][cH:108][cH:109]1.[OH2:65].[OH:14][CH2:15][CH2:16][CH2:17][O:18][c:19]1[c:20]([C:28]([F:29])([F:30])[F:31])[cH:21][c:22]([B:25]([OH:26])[OH:27])[cH:23][cH:24]1.[P:51]([O-:52])([O-:53])([O-:54])=[O:55].[Pd:72].[Pd:73]>>[c:2]1(-[c:22]2[cH:21][c:20]([C:28]([F:29])([F:30])[F:31])[c:19]([O:18][CH2:17][CH2:16][CH2:15][OH:14])[cH:24][cH:23]2)[cH:3][c:4]2[c:5]([c:6]([C:8]#[N:9])[n:7]1)[n:10][cH:11][n:12]2[CH3:13]. Starting materials: C1(=CC=CC=C1)CCC1=C(O)C=CC(=C1)O (phenylethylhydroquinone), C1=CC(=CC=C1N)O (p-aminophenol), C(C)(=O)OC(C)=O (acetic anhydride). Reaction conditions: temperature 150 celsius, time 30 minute. Product: C(C1=CC=C(C(=O)O)C=C1)(=O)O (terephthalic acid). Reaction SMILES: C1([CH2:7][CH2:8][C:9]2[CH:15]=[C:14](O)C=C[C:10]=2[OH:11])C=CC=CC=1.C1C(N)=CC=C([OH:24])C=1.C([O:28][C:29](=[O:31])[CH3:30])(=O)C>>[C:29]([OH:28])(=[O:31])[C:30]1[CH:7]=[CH:8][C:9]([C:10]([OH:11])=[O:24])=[CH:15][CH:14]=1. Reported procedure: 17.84 g (83.3 mM) of phenylethylhydroquinone, 1.01 g (9.2 mM) of p-aminophenol and 20 ml of acetic anhydride are fed under a nitrogen stream into a 100 ml flask fitted with a mechanical stirrer, nitrogen inlet tube and distillation head. The temperature is gradually raised to 150° C. This temperature is maintained for 1 hour after which the acetic acid is distilled off for a further hour. The temperature is then lowered to 20° C. over a period of 30 minutes, and after a further 30 minutes is rai... Reactants: C=C(CO)C1CN(C(=O)OCc2ccccc2)CC1C(=O)OC(C)(C)C, BrC(Br)(Br)Br, ClCCl, c1ccc(P(c2ccccc2)c2ccccc2)cc1. The product is C=C(CBr)C1CN(C(=O)OCc2ccccc2)CC1C(=O)OC(C)(C)C. RXN SMILES: [C:1]([CH3:2])([CH3:3])([CH3:4])[O:5][C:6](=[O:7])[CH:8]1[CH2:9][N:10]([C:17](=[O:18])[O:19][CH2:20][c:21]2[cH:22][cH:23][cH:24][cH:25][cH:26]2)[CH2:11][CH:12]1[C:13](=[CH2:14])[CH2:15][OH:16].[C:46]([Br:47])([Br:48])([Br:49])[Br:50].[Cl:51][CH2:52][Cl:53].[c:27]1([P:28]([c:29]2[cH:30][cH:31][cH:32][cH:33][cH:34]2)[c:35]2[cH:36][cH:37][cH:38][cH:39][cH:40]2)[cH:41][cH:42][cH:43][cH:44][cH:45]1>>[C:1]([CH3:2])([CH3:3])([CH3:4])[O:5][C:6](=[O:7])[CH:8]1[CH2:9][N:10]([C:17](=[O:18])[O:19][CH2:20][c:21]2[cH:22][cH:23][cH:24][cH:25][cH:26]2)[CH2:11][CH:12]1[C:13](=[CH2:14])[CH2:15][Br:47]. Starting materials: CC1=C2CCNC2=CC=C1 (4-methyl-indoline), ClC1=NC=NC2=CC(=C(C=C12)OC)OC (4-chloro-6,7-dimethoxy-quinazoline). Solvent: CC(C)O (i-PrOH). The product is COC=1C=C2C(=NC=NC2=CC1OC)N1CCC2=C(C=CC=C12)C (6,7-Dimethoxy-4-(4-methyl-2,3-dihydro-indol-1-yl)-quinazoline). Isolated yield 94.0%. RXN SMILES: [CH3:1][C:2]1[CH:10]=[CH:9][CH:8]=[C:7]2[C:3]=1[CH2:4][CH2:5][NH:6]2.Cl[C:12]1[C:21]2[C:16](=[CH:17][C:18]([O:24][CH3:25])=[C:19]([O:22][CH3:23])[CH:20]=2)[N:15]=[CH:14][N:13]=1>CC(O)C>[CH3:23][O:22][C:19]1[CH:20]=[C:21]2[C:16](=[CH:17][C:18]=1[O:24][CH3:25])[N:15]=[CH:14][N:13]=[C:12]2[N:6]1[C:7]2[C:3](=[C:2]([CH3:1])[CH:10]=[CH:9][CH:8]=2)[CH2:4][CH2:5]1. Procedure: Utilizing a procedure analogous to that described in Example 1, this product was prepared in 94% yield from 4-methyl-indoline (1.1 eq.) and 4-chloro-6,7-dimethoxy-quinazoline (1.0 eq) in i-PrOH. (M.P. 174°-175° C.; LC-MS: 322 (MH+); anal. RP18-HPLC RT: 4.85 min.). The reactants are CN1C=C(C2=CC=CC=C12)C=1C(OC(C1C=1N(C=CC1)C)=O)=O (3-(1-methyl-3-indolyl)-4-(1-methyl-2-pyrrolyl)furan-2,5-dione), CN(C)C=O (DMF). Run in N (ammonia). The product is CN1C=C(C2=CC=CC=C12)C=1C(NC(C1C=1N(C=CC1)C)=O)=O (3-(1-methyl-3-indolyl)-4-(1-methyl-2-pyrrolyl)-1H-pyrrole-2,5-dione). As a reaction SMILES: [CH3:1][N:2]1[C:10]2[C:5](=[CH:6][CH:7]=[CH:8][CH:9]=2)[C:4]([C:11]2[C:12](=[O:23])[O:13][C:14](=O)[C:15]=2[C:16]2[N:17]([CH3:21])[CH:18]=[CH:19][CH:20]=2)=[CH:3]1.C[N:25](C=O)C>N>[CH3:1][N:2]1[C:10]2[C:5](=[CH:6][CH:7]=[CH:8][CH:9]=2)[C:4]([C:11]2[C:12](=[O:23])[NH:25][C:14](=[O:13])[C:15]=2[C:16]2[N:17]([CH3:21])[CH:18]=[CH:19][CH:20]=2)=[CH:3]1. Procedure: A solution of 800 mg of 3-(1-methyl-3-indolyl)-4-(1-methyl-2-pyrrolyl)furan-2,5-dione in 6 ml of DMF and 50 ml of 33% aqueous ammonia was heated to 130° C. for 3 hours. The precipitate was filtered off and dried to yield 400 mg of 3-(1-methyl-3-indolyl)-4-(1-methyl-2-pyrrolyl)-1H-pyrrole-2,5-dione, m.p. 248°-250° C. Starting materials: BrC=1C=C(C=CC1OCC=1N=C(OC1C)C=1OC=CC1)CO ((3-bromo-4-{[2-(2-furyl)-5-methyl-1,3-oxazol-4-yl]methoxy}phenyl)methanol), S(=O)(Cl)Cl (thionyl chloride). Conditions: time 2 hour. Product: BrC1=C(OCC=2N=C(OC2C)C=2OC=CC2)C=CC(=C1)CCl (4-{[2-bromo-4-(chloromethyl)phenoxy]methyl}-2-(2-furyl)-5-methyloxazole). Yield: 87.0%. RXN SMILES: [Br:1][C:2]1[CH:3]=[C:4]([CH2:21]O)[CH:5]=[CH:6][C:7]=1[O:8][CH2:9][C:10]1[N:11]=[C:12]([C:16]2[O:17][CH:18]=[CH:19][CH:20]=2)[O:13][C:14]=1[CH3:15].S(Cl)([Cl:25])=O>>[Br:1][C:2]1[CH:3]=[C:4]([CH2:21][Cl:25])[CH:5]=[CH:6][C:7]=1[O:8][CH2:9][C:10]1[N:11]=[C:12]([C:16]2[O:17][CH:18]=[CH:19][CH:20]=2)[O:13][C:14]=1[CH3:15]. Reported procedure: (3-bromo-4-{[2-(2-furyl)-5-methyl-1,3-oxazol-4-yl]methoxy}phenyl)methanol (4.20 g) was added to thionyl chloride (5 mL) at 0° C., and the mixture was stirred for 2 hrs. The reaction mixture was concentrated, saturated aqueous sodium hydrogen carbonate was added to the residue and the mixture was extracted with ethyl acetate. The organic layer was washed successively with saturated aqueous sodium hydrogen carbonate and saturated brine, dried over anhydrous magnesium sulfate and concentrated to gi... The reactants are Cl (hydrochloric acid), [H-].[Na+] (sodium hydride), C(C1=CC=CC=C1)OC1CCN(CC1)CCCCl (4-benzyloxy-1-(3-chloropropyl)piperidine), C1COC2(CNS(C3=C2C=CC=C3)(=O)=O)O1 (2H-1,2-benzothiazin-4(3H)-one 1,1-dioxide ethylene ketal). Solvent: CO (methanol), COCCOC (1,2-dimethoxyethane), C(Cl)(Cl)Cl.CO (chloroform methanol), COCCOC (1,2-dimethoxyethane). Conditions: temperature 50 celsius. Yields the product C(C1=CC=CC=C1)OC1CCN(CC1)CCCN1S(C2=C(C(C1)=O)C=CC=C2)(=O)=O (2-[3-(4-Benzyloxypiperidino)propyl]-2H-1,2-benzothiazin-4(3H)-one 1,1-Dioxide). The yield is 48.9%. RXN SMILES: [H-].[Na+].C1[O:18][C:6]2([C:11]3[CH:12]=[CH:13][CH:14]=[CH:15][C:10]=3[S:9](=[O:17])(=[O:16])[NH:8][CH2:7]2)OC1.[CH2:19]([O:26][CH:27]1[CH2:32][CH2:31][N:30]([CH2:33][CH2:34][CH2:35]Cl)[CH2:29][CH2:28]1)[C:20]1[CH:25]=[CH:24][CH:23]=[CH:22][CH:21]=1.Cl>COCCOC.C(Cl)(Cl)Cl.CO.CO>[CH2:19]([O:26][CH:27]1[CH2:32][CH2:31][N:30]([CH2:33][CH2:34][CH2:35][N:8]2[CH2:7][C:6](=[O:18])[C:11]3[CH:12]=[CH:13][CH:14]=[CH:15][C:10]=3[S:9]2(=[O:16])=[O:17])[CH2:29][CH2:28]1)[C:20]1[CH:21]=[CH:22][CH:23]=[CH:24][CH:25]=1 |f:0.1,6.7|. Procedure: In 1,2-dimethoxyethane (40 mL) was suspended 60% sodium hydride (180 mg, 4.5 mmol.), and then 2H-1,2-benzothiazin-4(3H)-one 1,1-dioxide ethylene ketal (1.00 g, 4.1 mmol.) was added to the suspension. The suspension was heated for 1 hour under stirring. The reaction liquid was cooled to 50° C., and to this was added a solution of 4-benzyloxy-1-(3-chloropropyl)piperidine (1.11 g, 4.1 mmol.) in 1,2-dimethoxyethane (10 mL). The mixture was further heated for 20 hours under refluxing. The reaction li... Reactants: O=C(n1ccnc1)n1ccnc1, CCNCC, COc1ccc(-c2nc3cccnc3n2CC(=O)O)cc1, C1CCOC1. Product: CCN(CC)C(=O)Cn1c(-c2ccc(OC)cc2)nc2cccnc21. Reaction SMILES: [C:22]([n:23]1[cH:24][cH:25][n:26][cH:27]1)([n:28]1[cH:29][cH:30][n:31][cH:32]1)=[O:33].[CH2:34]([CH3:35])[NH:36][CH2:37][CH3:38].[CH3:1][O:2][c:3]1[cH:4][cH:5][c:6](-[c:9]2[n:10][c:11]3[c:12]([n:13][cH:14][cH:15][cH:16]3)[n:17]2[CH2:18][C:19](=[O:20])[OH:21])[cH:7][cH:8]1.[O:39]1[CH2:40][CH2:41][CH2:42][CH2:43]1>>[CH3:1][O:2][c:3]1[cH:4][cH:5][c:6](-[c:9]2[n:10][c:11]3[c:12]([n:13][cH:14][cH:15][cH:16]3)[n:17]2[CH2:18][C:19](=[O:20])[N:36]([CH2:34][CH3:35])[CH2:37][CH3:38])[cH:7][cH:8]1. Reactants: F[B-](F)(F)F (BF4−), BrC1=CC=C(C=C1)N1N=C2C(=CC(=CC2=C1)F)C(=O)N (2-(4-Bromophenyl)-5-fluoro-2H-indazole-7-carboxamide), N1=CC(=CC=C1)B(O)O (pyridine-3-boronic acid), C(=O)([O-])[O-].[Na+].[Na+] (Na2CO3). Reagents/catalysts: C=1C=CC(=CC1)/C=C/C(=O)/C=C/C2=CC=CC=C2.C=1C=CC(=CC1)/C=C/C(=O)/C=C/C2=CC=CC=C2.C=1C=CC(=CC1)/C=C/C(=O)/C=C/C2=CC=CC=C2.[Pd].[Pd] (Pd2(dba)3). The solvent is C(Cl)Cl (DCM), CN(C)C=O (DMF). Yields the product FC1=CC2=CN(N=C2C(=C1)C(=O)N)C1=CC=C(C=C1)C=1C=NC=CC1 (5-Fluoro-2-(4-pyridin-3-ylphenyl)-2H-indazole-7-carboxamide). Reaction SMILES: Br[C:2]1[CH:7]=[CH:6][C:5]([N:8]2[CH:16]=[C:15]3[C:10]([C:11]([C:18]([NH2:20])=[O:19])=[CH:12][C:13]([F:17])=[CH:14]3)=[N:9]2)=[CH:4][CH:3]=1.[N:21]1[CH:26]=[CH:25][CH:24]=[C:23](B(O)O)[CH:22]=1.C([O-])([O-])=O.[Na+].[Na+].F[B-](F)(F)F>CN(C=O)C.C1C=CC(/C=C/C(/C=C/C2C=CC=CC=2)=O)=CC=1.C1C=CC(/C=C/C(/C=C/C2C=CC=CC=2)=O)=CC=1.C1C=CC(/C=C/C(/C=C/C2C=CC=CC=2)=O)=CC=1.[Pd].[Pd].C(Cl)Cl>[F:17][C:13]1[CH:12]=[C:11]([C:18]([NH2:20])=[O:19])[C:10]2[C:15](=[CH:16][N:8]([C:5]3[CH:6]=[CH:7][C:2]([C:23]4[CH:22]=[N:21][CH:26]=[CH:25][CH:24]=4)=[CH:3][CH:4]=3)[N:9]=2)[CH:14]=1 |f:2.3.4,7.8.9.10.11|. Procedure: A mixture of (D3) (1.0 eq) and pyridine-3-boronic acid (1.3 eq) in DMF (1.0 M) together with 2N Na2CO3 solution (2.0 eq) was degassed with a stream of Ar for 30 min. tBu3PH+BF4− (0.05 eq) and Pd2(dba)3 (0.05 eq) were added and the reaction mixture was heated at 90° for 48 h. The mixture was cooled to RT, DCM was added and the organic phase was washed with sat. aq. NaHCO3 solution, brine, dried (Na2SO4). The solution was concentrated under reduced pressure and the residue was purified by chromato...